From a dataset of the Open Reaction Database (ORD), a public repository of structured organic reaction records. describe an organic reaction: reactants, conditions, products, and yield The reactants are CNC, COc1ccc(C=O)cc1OC. Yields the product COc1cc(C=O)ccc1O. RXN SMILES: [CH3:13][NH:14][CH3:15].[CH3:1][O:2][c:3]1[cH:4][cH:5][c:6]([CH:7]=[O:8])[cH:9][c:10]1[O:11][CH3:12]>>[OH:2][c:3]1[cH:4][cH:5][c:6]([CH:7]=[O:8])[cH:9][c:10]1[O:11][CH3:12].